Dataset: the Open Reaction Database (ORD), a public repository of structured organic reaction records. Task: describe an organic reaction: reactants, conditions, products, and yield The reactants are FC=1C=C(C=CC1C=1C(=NC(=NC1)O[C@H]1CN2C(OC1)=NC(=C2)[N+](=O)[O-])OC)N2C(O[C@H](C2)CNC(C)=O)=O ((S,S)—N-(3-{3-Fluoro-4-[4-methoxy-2-(2-nitro-6,7-dihydro-5H-imidazo[2,1-b][1,3]oxazin-6-yloxy)-pyrimidin-5-yl]-phenyl}-2-oxo-oxazolidin-5-ylmethyl)-acetamide), BrC=1C(=NC(=NC1)O[C@H]1CN2C(OC1)=NC(=C2)[N+](=O)[O-])N(C)C ([5-bromo-2-(2-nitro-6,7-dihydro-5H-imidazo[2,1-b][1,3]oxazin-6(S)-yloxy)-pyrimidin-4-yl]-dimethyl-amine). Yields the product CN(C1=NC(=NC=C1C1=C(C=C(C=C1)N1C(O[C@H](C1)CNC(C)=O)=O)F)O[C@H]1CN2C(OC1)=NC(=C2)[N+](=O)[O-])C ((S,S)—N-(3-{4-[4-Dimethylamino-2-(2-nitro-6,7-dihydro-5H-imidazo[2,1-b][1,3]oxazin-6-yloxy)-pyrimidin-5-yl]-3-fluoro-phenyl}-2-oxo-oxazolidin-5-ylmethyl)-acetamide). As a reaction SMILES: [F:1][C:2]1[CH:3]=[C:4]([N:29]2[CH2:33][C@H:32]([CH2:34][NH:35][C:36](=[O:38])[CH3:37])[O:31][C:30]2=[O:39])[CH:5]=[CH:6][C:7]=1[C:8]1[C:9](OC)=[N:10][C:11]([O:14][C@@H:15]2[CH2:20][O:19][C:18]3=[N:21][C:22]([N+:24]([O-:26])=[O:25])=[CH:23][N:17]3[CH2:16]2)=[N:12][CH:13]=1.BrC1[C:42](N(C)C)=[N:43][C:44](O[C@@H]2COC3=NC([N+]([O-])=O)=CN3C2)=NC=1>>[CH3:42][N:43]([CH3:44])[C:9]1[C:8]([C:7]2[CH:6]=[CH:5][C:4]([N:29]3[CH2:33][C@H:32]([CH2:34][NH:35][C:36](=[O:38])[CH3:37])[O:31][C:30]3=[O:39])=[CH:3][C:2]=2[F:1])=[CH:13][N:12]=[C:11]([O:14][C@@H:15]2[CH2:20][O:19][C:18]3=[N:21][C:22]([N+:24]([O-:26])=[O:25])=[CH:23][N:17]3[CH2:16]2)[N:10]=1. Procedure details: (S,S)—N-(3-{3-Fluoro-4-[4-methoxy-2-(2-nitro-6,7-dihydro-5H-imidazo[2,1-b][1,3]oxazin-6-yloxy)-pyrimidin-5-yl]-phenyl}-2-oxo-oxazolidin-5-ylmethyl)-acetamide. The title compound was prepared by following the same procedure as described in the preparation of Example 7, except [5-bromo-2-(2-nitro-6,7-dihydro-5H-imidazo[2,1-b][1,3]oxazin-6(S)-yloxy)-pyrimidin-4-yl]-dimethyl-amine was used in place of 6-(5-bromo-pyridin-2-yloxy)-2-nitro-6,7-dihydro-5H-imidazo[2,1-b][1,3]oxazine. ESI MS m/z 557.4 (M+... The reactants are ClC1=CC=C(C=C1)C1=C(OC2=C(C(=CC=C2C1=O)NCCO)F)C(C)C (3-(4-chlorophenyl)-8-fluoro-7-(2-hydroxyethylamino)-2-isopropyl-chromen-4-one), [H-].[Na+] (sodium hydride). Solvent: C(C)(=O)OCC (ethyl acetate), CN(C=O)C (dimethylformamide). Product: ClC1=CC=C(C=C1)C1=C(OC2=C3OCCNC3=CC=C2C1=O)C(C)C (7-(4-Chlorophenyl)-6-isopropyl-2,3-dihydro-1H-1-aza-4,5-dioxa-phenanthren-8-one). Reaction SMILES: [Cl:1][C:2]1[CH:7]=[CH:6][C:5]([C:8]2[C:17](=[O:18])[C:16]3[C:11](=[C:12](F)[C:13]([NH:19][CH2:20][CH2:21][OH:22])=[CH:14][CH:15]=3)[O:10][C:9]=2[CH:24]([CH3:26])[CH3:25])=[CH:4][CH:3]=1.[H-].[Na+]>CN(C)C=O.C(OCC)(=O)C>[Cl:1][C:2]1[CH:7]=[CH:6][C:5]([C:8]2[C:17](=[O:18])[C:16]3[C:11](=[C:12]4[C:13](=[CH:14][CH:15]=3)[NH:19][CH2:20][CH2:21][O:22]4)[O:10][C:9]=2[CH:24]([CH3:26])[CH3:25])=[CH:4][CH:3]=1 |f:1.2|. Procedure: To a solution of 3-(4-chlorophenyl)-8-fluoro-7-(2-hydroxyethylamino)-2-isopropyl-chromen-4-one (0.195 g, 0.52 mmol) in dimethylformamide (5 ml) is added sodium hydride (0.053 g, 1.32 mmol, 60% dispersion in mineral oil, 2.55 eq.). The mixture is irradiated in a microwave instrument at 150° C. for 70 min. The solvent is removed by evaporation in vacuo to afford a brown oil. This is dissolved in hot ethyl acetate and allowed to cool to room temperature, whereupon a brown solid precipitates. More p...